Dataset: the Open Reaction Database (ORD), a public repository of structured organic reaction records. Task: describe an organic reaction: reactants, conditions, products, and yield Isolated yield 26.0%. Solvent: O1CCCC1 (THF), O1CCCC1 (tetrahydrofuran), O1CCCC1 (THF). Run at temperature -10 celsius, time 1 hour. Procedure details: To a solution of butyllithium (2.84 ml of a 1.6 M solution in hexane, 4.5 mmol) in dry tetrahydrofuran (THF, 45 ml) was added dropwise a solution of acetylene 9 (500 mg, 1.13 mmol) in dry THF (10 ml) at -40° C. The reaction mixture was then allowed to warm up to -10° C. and stirred for 1 h. At his temperature, a solution of 1,10-diiododecan (2.15 g, 5.4 mmol) in dry THF (5 ml) was added in one portion. The cooling bath was removed and the reaction mixture was stirred at room temperature for 15 h... As a reaction SMILES: [CH2:1]([Li])[CH2:2][CH2:3][CH3:4].C#C.I[CH2:9][CH2:10][CH2:11][CH2:12][CH2:13][CH2:14][CH2:15][CH2:16][CH2:17][CH2:18]I.[CH3:20][CH2:21][CH2:22][CH2:23][CH2:24]C>O1CCCC1>[CH3:4][C@:3]12[CH2:24][CH2:23][C@H:22]3[C@@H:11]([CH2:12][CH2:13][CH:14]4[C@:21]3([CH3:20])[CH2:18][CH2:17][CH2:16][CH2:15]4)[C@@H:10]1[CH2:9][CH:1]=[CH:2]2. The reactants are ICCCCCCCCCCI (1,10-diiododecan), C(CCC)[Li] (butyllithium), solution, C#C (acetylene), CCCCCC (hexane). Yields the product C[C@@]12C=CC[C@H]1[C@@H]1CCC3CCCC[C@]3(C)[C@H]1CC2 (androstene).